Dataset: the Open Reaction Database (ORD), a public repository of structured organic reaction records. Task: describe an organic reaction: reactants, conditions, products, and yield Starting materials: [OH-].[K+] (Potassium hydroxide), C(C1=CC=CC=C1)OC(=O)N1CCC(CC1)C=1SC=C(C1)C(=O)OCC (4-(4-ethoxycarbonyl-thiophen-2-yl)-piperidine-1-carboxylic acid benzyl ester). Run in O (water), IMS. Run at time 1 hour. Yields the product C(C1=CC=CC=C1)OC(=O)N1CCC(CC1)C=1SC=C(C1)C(=O)O (4-(4-Carboxy-thiophen-2-yl)-piperidine-1-carboxylic acid benzyl ester). The yield is 88.8%. Reaction SMILES: [OH-].[K+].[CH2:3]([O:10][C:11]([N:13]1[CH2:18][CH2:17][CH:16]([C:19]2[S:20][CH:21]=[C:22]([C:24]([O:26]CC)=[O:25])[CH:23]=2)[CH2:15][CH2:14]1)=[O:12])[C:4]1[CH:9]=[CH:8][CH:7]=[CH:6][CH:5]=1>O>[CH2:3]([O:10][C:11]([N:13]1[CH2:14][CH2:15][CH:16]([C:19]2[S:20][CH:21]=[C:22]([C:24]([OH:26])=[O:25])[CH:23]=2)[CH2:17][CH2:18]1)=[O:12])[C:4]1[CH:9]=[CH:8][CH:7]=[CH:6][CH:5]=1 |f:0.1|. Reported procedure: Potassium hydroxide (0.52 g, 9.0 mmol) in water (2 mL) was added to a solution of 4-(4-ethoxycarbonyl-thiophen-2-yl)-piperidine-1-carboxylic acid benzyl ester (3.0 mmol) in IMS (6 mL). The reaction was stirred for 1 hour then partitioned between diethyl ether and water. The aqueous layer was acidified to pH 7 and further extracted with diethyl ether. The organic solution was dried over magnesium sulphate, filtered and the solvent removed to give the title compound (0.92 g). LCMS m/z 346 [M+H]+ R...